From a dataset of the Open Reaction Database (ORD), a public repository of structured organic reaction records. describe an organic reaction: reactants, conditions, products, and yield The reactants are CCO, Cc1nc(Cl)cc(Cl)n1, [Cl-], [Na+], [Na+], [OH-], O, O=S(=O)(O)O. Yields the product Cc1nc(O)cc(Cl)n1. RXN SMILES: [CH3:20][CH2:21][OH:22].[CH3:2][c:3]1[n:4][c:5]([Cl:10])[cH:6][c:7]([Cl:9])[n:8]1.[Cl-:14].[Na+:12].[Na+:13].[OH-:11].[OH2:1].[S:15](=[O:16])(=[O:17])([OH:18])[OH:19]>>[OH:1][c:7]1[cH:6][c:5]([Cl:10])[n:4][c:3]([CH3:2])[n:8]1. The reactants are Cl.O=C(O)CC=1C=CN=CC1, [Zn].O=S(O)C(F)(F)F. The reagents and catalysts are OOC(C)(C)C. The solvent is O, ClCCl. Reaction conditions: temperature 25 celsius, time 24 hour. Yields the product O=C(O)CC=1C=C(N=C(C1)C(F)(F)F)C(F)F, FC(F)(F)C1=CC=C2N=CC(=NC2=C1)C. Isolated yield 20.0%. Reactants: ClC1=C(C(=O)C2=C(C=C(C(=C2OCC2=C(C=CC=C2)F)OC)OC)C)C(=CC=C1)Cl (2,6-dichloro-4′,5′-dimethoxy-6′-(2′fluorobenzyloxy)-2′-methylbenzophenone), C(C1=CC=CC=C1)OC1=C(C(=CC(=C1C(C1=C(C=CC=C1C)C)=O)C)OC)OC (6′-benzyloxy-4′,5′-dimethoxy-2,6-dimethyl-2′-methylbenzophenone), BrC=1C=CC(=C(C(=O)C2=C(C=C(C(=C2OC)OC)OC)C)C1C)OC (5-bromo-2′,6-dimethyl-2,4′,5′,6′-tetramethoxybenzophenone). Yields the product C(CCC)OC1=C(C(=CC(=C1C(C1=C(C=CC=C1Cl)Cl)=O)C)OC)OC (6′-butoxy-2,6-dichloro-4′,5′dimethoxy-2′-methylbenzophenone). As a reaction SMILES: [Cl:1][C:2]1[CH:29]=[CH:28][CH:27]=[C:26]([Cl:30])[C:3]=1[C:4]([C:6]1[C:11]([O:12][CH2:13][C:14]2C=CC=[CH:16][C:15]=2F)=[C:10]([O:21][CH3:22])[C:9]([O:23][CH3:24])=[CH:8][C:7]=1[CH3:25])=[O:5].C(OC1C(C(=O)C2C(C)=CC=CC=2C)=C(C)C=C(OC)C=1OC)C1C=CC=CC=1.BrC1C=CC(OC)=C(C=1C)C(C1C(OC)=C(OC)C(OC)=CC=1C)=O>>[CH2:13]([O:12][C:11]1[C:6]([C:4](=[O:5])[C:3]2[C:2]([Cl:1])=[CH:29][CH:28]=[CH:27][C:26]=2[Cl:30])=[C:7]([CH3:25])[CH:8]=[C:9]([O:23][CH3:24])[C:10]=1[O:21][CH3:22])[CH2:14][CH2:15][CH3:16]. Reported procedure: 2,6-dichloro-4′,5′-dimethoxy-6′-(2′fluorobenzyloxy)-2′-methylbenzophenone (coded BB-2); 6′-benzyloxy-4′,5′-dimethoxy-2,6-dimethyl-2′-methylbenzophenone (coded BB-3); and 5-bromo-2′,6-dimethyl-2,4′,5′,6′-tetramethoxybenzophenone (coded BB-4), most preferred BB-4. The reactants are CCN(C(C)C)C(C)C (Hünig's base), Cl.CNOC (N,O-dimethylhydroxylamine hydrochloride), BrC=1C=C(C(=O)O)C=C(C1)S(F)(F)(F)(F)F (3-Bromo-5-(pentafluorosulfanyl)benzoic acid). The solvent is C(Cl)Cl (DCM), S(=O)(Cl)Cl (thionyl chloride), S(=O)(Cl)Cl (thionyl chloride). The product is BrC=1C=C(C(=O)N(C)OC)C=C(C1)S(F)(F)(F)(F)F (3-Bromo-N-methoxy-N-methyl-5-(pentafluorosulfanyl)benzamide). The yield is 76.1%. As a reaction SMILES: [Br:1][C:2]1[CH:3]=[C:4]([CH:8]=[C:9]([S:11]([F:16])([F:15])([F:14])([F:13])[F:12])[CH:10]=1)[C:5](O)=[O:6].Cl.[CH3:18][NH:19][O:20][CH3:21].CCN(C(C)C)C(C)C>S(Cl)(Cl)=O.C(Cl)Cl>[Br:1][C:2]1[CH:3]=[C:4]([CH:8]=[C:9]([S:11]([F:16])([F:15])([F:14])([F:13])[F:12])[CH:10]=1)[C:5]([N:19]([O:20][CH3:21])[CH3:18])=[O:6] |f:1.2|. Procedure details: 3-Bromo-5-(pentafluorosulfanyl)benzoic acid (1.35 g) was dissolved in thionyl chloride (10 ml) while stirring, and kept under reflux with exclusion of moisture for 5 h. Then the thionyl chloride was drawn off, the residue was taken up in DCM (40 ml) and the solution was admixed with N,O-dimethylhydroxylamine hydrochloride (381 mg). Subsequently Hünig's base (0.7 ml) was added and then the mixture was stirred for 2 h. Thereafter, the mixture was dried, the residue was taken up with EA and the sol... Starting materials: N([C@@H](CC1=CC=C(C=C1)O)C(=O)N[C@@H](CC(N)=O)C(=O)N[C@@H](CC(C)C)C(=O)OCC)C(=O)OCC1=CC=CC=C1 (Z-Tyr-Asn-Leu-OEt), O.NN (hydrazine hydrate). The solvent is CO (methanol). Run at time 8 hour. Yields the product N([C@@H](CC1=CC=C(C=C1)O)C(=O)N[C@@H](CC(N)=O)C(=O)N[C@@H](CC(C)C)C(=O)NN)C(=O)OCC1=CC=CC=C1 (Z-Tyr-Asn-Leu-NHNH2). Reaction SMILES: [NH:1]([C:32]([O:34][CH2:35][C:36]1[CH:41]=[CH:40][CH:39]=[CH:38][CH:37]=1)=[O:33])[C@H:2]([C:11]([NH:13][C@H:14]([C:19]([NH:21][C@H:22]([C:27](OCC)=[O:28])[CH2:23][CH:24]([CH3:26])[CH3:25])=[O:20])[CH2:15][C:16](=[O:18])[NH2:17])=[O:12])[CH2:3][C:4]1[CH:9]=[CH:8][C:7](O)=[CH:6][CH:5]=1.[OH2:42].[NH2:43][NH2:44]>CO>[NH:1]([C:32]([O:34][CH2:35][C:36]1[CH:37]=[CH:38][CH:39]=[CH:40][CH:41]=1)=[O:33])[C@H:2]([C:11]([NH:13][C@H:14]([C:19]([NH:21][C@H:22]([C:27]([NH:43][NH2:44])=[O:28])[CH2:23][CH:24]([CH3:26])[CH3:25])=[O:20])[CH2:15][C:16](=[O:18])[NH2:17])=[O:12])[CH2:3][C:4]1[CH:9]=[CH:8][C:7]([OH:42])=[CH:6][CH:5]=1 |f:1.2|. Procedure details: 2.78 Grams of Z-Tyr-Asn-Leu-OEt was dissolved in 30 ml of methanol, further 1.21 ml of hydrazine hydrate was added to the solution and the mixture was allowed to stand overnight, the crystals formed were collected by filtration, then washed with a small amount of methanol to obtain 3.10 g of Z-Tyr-Asn-Leu-NHNH2.